Dataset: the Open Reaction Database (ORD), a public repository of structured organic reaction records. Task: describe an organic reaction: reactants, conditions, products, and yield Reactants: ClC1=NC=C(C(=N1)C(F)(F)F)C(=O)Cl (2-Chloro-4-(trifluoromethyl)pyrimidine-5-carbonyl chloride), ice, C=1C=CN2C1CNC1=C(C2)C=CC=C1 (10,11-dihydro-5H-pyrrolo[2,1-c][1,4]-benzodiazepine), C(C)(C)N(CC)C(C)C (diisopropylethylamine). Solvent: ClCCl (dichloromethane). Conditions: time 18 hour. Product: ClC1=NC=C(C(=N1)C(F)(F)F)C(=O)N1CC=2N(CC3=C1C=CC=C3)C=CC2 ((2-Chloro-4-trifluoromethyl-pyrimidin-5-yl)-(5H,11H-pyrrolo[2,1-c][1,4]benzodiazepin-10-yl)-methanone). Yield: 82.1%. As a reaction SMILES: [Cl:1][C:2]1[N:7]=[C:6]([C:8]([F:11])([F:10])[F:9])[C:5]([C:12](Cl)=[O:13])=[CH:4][N:3]=1.[CH:15]1[CH:16]=[CH:17][N:18]2[CH2:24][C:23]3[CH:25]=[CH:26][CH:27]=[CH:28][C:22]=3[NH:21][CH2:20][C:19]=12.C(N(C(C)C)CC)(C)C>ClCCl>[Cl:1][C:2]1[N:7]=[C:6]([C:8]([F:11])([F:10])[F:9])[C:5]([C:12]([N:21]2[C:22]3[CH:28]=[CH:27][CH:26]=[CH:25][C:23]=3[CH2:24][N:18]3[CH:17]=[CH:16][CH:15]=[C:19]3[CH2:20]2)=[O:13])=[CH:4][N:3]=1. Procedure: 2-Chloro-4-(trifluoromethyl)pyrimidine-5-carbonyl chloride (2.57 g) was added gradually to an ice-cooled solution of 10,11-dihydro-5H-pyrrolo[2,1-c][1,4]-benzodiazepine, (1.84 g) and diisopropylethylamine (1.37 g) in dichloromethane (50 ml). After stirring at room temperature for 18 hours, the reaction mixture was washed with water and saturated aqueous sodium bicarbonate. The dichloromethane solution was dried over anhydrous sodium sulfate and filtered through a short column of hydrous sodium m... Starting materials: C(C1=CC=CC=C1)=O (benzaldehyde), C(C)C1=NOC(=C1C(=O)NC)C (3-ethyl-N,5-dimethyl-isoxazole-4-carboxamide), C(CCC)[Li] (n-butyllithium), CCCCCC (hexane). The solvent is O1CCCC1 (tetrahydrofuran), O1CCCC1 (tetrahydrofuran). Run at temperature -30 celsius, time 0.5 hour. The product is C(C)C1=NOC(=C1C(=O)NC)CC(C1=CC=CC=C1)O (3-ethyl-5-(β-hydroxyphenethyl)-N-methyl-isoxazole-4-carboxamide). RXN SMILES: [CH2:1]([C:3]1[C:7]([C:8]([NH:10][CH3:11])=[O:9])=[C:6]([CH3:12])[O:5][N:4]=1)[CH3:2].C([Li])CCC.CCCCCC.[CH:24](=[O:31])[C:25]1[CH:30]=[CH:29][CH:28]=[CH:27][CH:26]=1>O1CCCC1>[CH2:1]([C:3]1[C:7]([C:8]([NH:10][CH3:11])=[O:9])=[C:6]([CH2:12][CH:24]([OH:31])[C:25]2[CH:30]=[CH:29][CH:28]=[CH:27][CH:26]=2)[O:5][N:4]=1)[CH3:2]. Procedure details: A suspension of 58.5 g. (0.348 mole) of 3-ethyl-N,5-dimethyl-isoxazole-4-carboxamide and 1 liter of tetrahydrofuran is cooled to -65° C. and 478 ml. of 1.6M n-butyllithium in hexane (0.765 mole) is added dropwise maintaining the temperature between -60° and -70° C. After the addition is complete, the suspension is stirred for 1 1/2 hours at -60° to -70° C., and then 37.2 g. (0.350 mole) of benzaldehyde in 375 ml. tetrahydrofuran is added dropwise maintaining the temperature between -60° and -70°... Starting materials: C(C=C)OC1=C(C(=NC(=N1)S(=O)(=O)C)C(=O)OCC)OCC1=CC=CC=C1 (ethyl 6-(allyloxy)-5-(benzyloxy)-2-(methylsulfonyl)pyrimidine-4-carboxylate), N1CCC(CC1)CO (piperidin-4-ylmethanol). Solvent: C1CCOC1 (THF), C(C)(=O)OCC (ethyl acetate). Reaction conditions: temperature 70 celsius, time 8 hour. Yields the product C(C=C)OC1=C(C(=NC(=N1)N1CCC(CC1)CO)C(=O)OCC)OCC1=CC=CC=C1 (Ethyl 6-(allyloxy)-5-(benzyloxy)-2-(4-(hydroxymethyl)piperidin-1-yl)pyrimidine-4-carboxylate). Yield: 57.8%. RXN SMILES: [CH2:1]([O:4][C:5]1[N:10]=[C:9](S(C)(=O)=O)[N:8]=[C:7]([C:15]([O:17][CH2:18][CH3:19])=[O:16])[C:6]=1[O:20][CH2:21][C:22]1[CH:27]=[CH:26][CH:25]=[CH:24][CH:23]=1)[CH:2]=[CH2:3].[NH:28]1[CH2:33][CH2:32][CH:31]([CH2:34][OH:35])[CH2:30][CH2:29]1>C1COCC1.C(OCC)(=O)C>[CH2:1]([O:4][C:5]1[N:10]=[C:9]([N:28]2[CH2:33][CH2:32][CH:31]([CH2:34][OH:35])[CH2:30][CH2:29]2)[N:8]=[C:7]([C:15]([O:17][CH2:18][CH3:19])=[O:16])[C:6]=1[O:20][CH2:21][C:22]1[CH:27]=[CH:26][CH:25]=[CH:24][CH:23]=1)[CH:2]=[CH2:3]. Procedure: A solution of ethyl 6-(allyloxy)-5-(benzyloxy)-2-(methylsulfonyl)pyrimidine-4-carboxylate (1.911 g, 4.87 mmol) in THF (40 mL) was stirred with molecular sieves for 30 min. To this mixture was added piperidin-4-ylmethanol (1.683 g, 14.61 mmol) and the resulting mixture was stirred overnight at 70° C. The mixture was cooled to room temperature and diluted with ethyl acetate and washed with water followed by brine then dried (Na2SO4). Filtration followed by concentration gave a yellow oil that was ...